From a dataset of the Open Reaction Database (ORD), a public repository of structured organic reaction records. describe an organic reaction: reactants, conditions, products, and yield Starting materials: COCCOC, CCO, O=[N+]([O-])c1cccnc1Cl, [Na+], [Na+], O=C([O-])[O-], O, OB(O)c1ccc(F)cc1. Yields the product O=[N+]([O-])c1cccnc1-c1ccc(F)cc1. Reaction SMILES: [CH2:28]([CH2:29][O:30][CH3:31])[O:32][CH3:33].[CH3:34][CH2:35][OH:36].[Cl:1][c:2]1[n:3][cH:4][cH:5][cH:6][c:7]1[N+:8](=[O:9])[O-:10].[Na+:21].[Na+:22].[O-:23][C:24](=[O:25])[O-:26].[OH2:27].[OH:11][B:12]([OH:13])[c:14]1[cH:15][cH:16][c:17]([F:18])[cH:19][cH:20]1>>[c:2]1(-[c:14]2[cH:15][cH:16][c:17]([F:18])[cH:19][cH:20]2)[n:3][cH:4][cH:5][cH:6][c:7]1[N+:8](=[O:9])[O-:10]. The reactants are C(C=C)OCCOCC=C.CCOCC (1,2-diallyloxyethane ether), C(=CC)OCCOC=CC (1,2-dipropenoxyethane). Reagents/catalysts: C1=CC=C(C=C1)P(C2=CC=CC=C2)C3=CC=CC=C3.C1=CC=C(C=C1)P(C2=CC=CC=C2)C3=CC=CC=C3.C1=CC=C(C=C1)P(C2=CC=CC=C2)C3=CC=CC=C3.Cl[Ru]Cl (tris(triphenylphosphine)ruthenium (II) dichloride). Reaction conditions: temperature 120 celsius. Product: C(C=C)OCCOCC=C (1,2-Diallyloxyethane). RXN SMILES: [CH2:1]([O:4][CH2:5][CH2:6][O:7][CH2:8][CH:9]=[CH2:10])[CH:2]=[CH2:3].CCOCC.C(OCCOC=CC)=CC>C1C=CC(P(C2C=CC=CC=2)C2C=CC=CC=2)=CC=1.C1C=CC(P(C2C=CC=CC=2)C2C=CC=CC=2)=CC=1.C1C=CC(P(C2C=CC=CC=2)C2C=CC=CC=2)=CC=1.Cl[Ru]Cl>[CH2:1]([O:4][CH2:5][CH2:6][O:7][CH2:8][CH:9]=[CH2:10])[CH:2]=[CH2:3] |f:0.1,3.4.5.6|. Reported procedure: To 46 g (0.32 mol) of 1,2-diallyloxyethane ether in a 100 mL flask equipped with a magnetic stirrer, reflux condenser and nitrogen inlet was added 0.15 g (0.16 mmole) of tris(triphenylphosphine)ruthenium (II) dichloride. The reaction mixture was heated at 120° C. for two hours. Proton NMR showed that the bands assigned to the allyl groups had been completely replaced by new bands assigned to the propenyl ether groups. Gas chromatography gave three peaks which were attributed respectively to the ... The reactants are COC([C@H](CC1=CC(=C(C=C1)Cl)Cl)NC(C1=C(C=C(C=C1)I)N)=O)=O ((S)-2-(2-amino-4-iodo-benzoylamino)-3-(3,4-dichloro-phenyl)-propionic acid methyl ester), ClS(=O)(=O)C1=CC=CC2=NSN=C21 (4-chlorosulfonyl-2,1,3-benzothiadiazole), N1=CC=CC=C1 (pyridine), NCCN(CCN)CCN (tris(2-aminoethyl)amine). Solvent: C(Cl)Cl (DCM). Reaction conditions: time 8 hour. Yields the product COC([C@H](CC1=CC(=C(C=C1)Cl)Cl)NC(C1=C(C=C(C=C1)I)NS(=O)(=O)C1=CC=CC=2C1=NSN2)=O)=O ((S)-2-[2-(Benzo[1,2,5]thiadiazole-4-sulfonylamino)-4-iodo-benzoylamino]-3-(3,4-dichloro-phenyl)-propionic acid methyl ester). Yield: 100.7%. RXN SMILES: [CH3:1][O:2][C:3](=[O:25])[C@@H:4]([NH:14][C:15](=[O:24])[C:16]1[CH:21]=[CH:20][C:19]([I:22])=[CH:18][C:17]=1[NH2:23])[CH2:5][C:6]1[CH:11]=[CH:10][C:9]([Cl:12])=[C:8]([Cl:13])[CH:7]=1.Cl[S:27]([C:30]1[C:38]2[C:34](=[N:35][S:36][N:37]=2)[CH:33]=[CH:32][CH:31]=1)(=[O:29])=[O:28].N1C=CC=CC=1.NCCN(CCN)CCN>C(Cl)Cl>[CH3:1][O:2][C:3](=[O:25])[C@@H:4]([NH:14][C:15](=[O:24])[C:16]1[CH:21]=[CH:20][C:19]([I:22])=[CH:18][C:17]=1[NH:23][S:27]([C:30]1[C:38]2=[N:37][S:36][N:35]=[C:34]2[CH:33]=[CH:32][CH:31]=1)(=[O:29])=[O:28])[CH2:5][C:6]1[CH:11]=[CH:10][C:9]([Cl:12])=[C:8]([Cl:13])[CH:7]=1. Reported procedure: To a solution of (S)-2-(2-amino-4-iodo-benzoylamino)-3-(3,4-dichloro-phenyl)-propionic acid methyl ester (39 mg, 0.079 mmol) in DCM (1 mL) was added 4-chlorosulfonyl-2,1,3-benzothiadiazole (37 mg, 0.158 mmol) and pyridine (30 μL, 0.371 mmol). The mixture was shaken overnight at rt, then polymer bound tris(2-aminoethyl)amine resin was added. The resulting mixture was shaken for 2 h, and the resin was removed by filtration and rinsed with DCM. TBD methyl polystyrene resin was then added and the mi... Starting materials: CCOC(=O)CBr, O=C([O-])[O-], CC1CN(c2ccc([N+](=O)[O-])cc2C#N)CC(C)N1, CN(C)C=O, [K+], [K+], O. Yields the product CCOC(=O)CN1C(C)CN(c2ccc([N+](=O)[O-])cc2C#N)CC1C. Reaction SMILES: [Br:26][CH2:27][C:28](=[O:29])[O:30][CH2:31][CH3:32].[C:20](=[O:21])([O-:22])[O-:23].[CH3:1][CH:2]1[CH2:3][N:4]([c:9]2[c:10]([C:11]#[N:12])[cH:13][c:14]([N+:17](=[O:18])[O-:19])[cH:15][cH:16]2)[CH2:5][CH:6]([CH3:8])[NH:7]1.[CH3:33][N:34]([CH3:35])[CH:36]=[O:37].[K+:24].[K+:25].[OH2:38]>>[CH3:1][CH:2]1[CH2:3][N:4]([c:9]2[c:10]([C:11]#[N:12])[cH:13][c:14]([N+:17](=[O:18])[O-:19])[cH:15][cH:16]2)[CH2:5][CH:6]([CH3:8])[N:7]1[CH2:27][C:28](=[O:29])[O:30][CH2:31][CH3:32]. The reactants are Cl (hydrochloric acid), ClC1=NC=NC(=C1)C(=C)OCC (4-Chloro-6-[1-(ethyloxy)ethenyl]pyrimidine), ClC1=NC=NC(=C1)C(=C)OCC (4-Chloro-6-[1-(ethyloxy)ethenyl]pyrimidine), Cl (hydrochloric acid). The solvent is CC(=O)C (acetone). Reaction conditions: time 2.5 hour. The product is ClC1=CC(=NC=N1)C(C)=O (1-(6-chloro-4-pyrimidinyl)ethanone). Yield: 6.7%. RXN SMILES: [Cl:1][C:2]1[CH:7]=[C:6]([C:8]([O:10]CC)=[CH2:9])[N:5]=[CH:4][N:3]=1.Cl>CC(C)=O>[Cl:1][C:2]1[N:3]=[CH:4][N:5]=[C:6]([C:8](=[O:10])[CH3:9])[CH:7]=1. Procedure details: 4-Chloro-6-[1-(ethyloxy)ethenyl]pyrimidine (Intermediate 17, 564 mg, 3.05 mmol) was dissolved in acetone (15 mL), treated with 2M aqueous hydrochloric acid solution (2.291 mL, 4.58 mmol) and the resulting mixture was stirred at room temperature for 2.5 hours. A further amount of 2M aqueous hydrochloric acid solution (2.291 mL, 4.58 mmol) was added and the resulting mixture was stirred at room temperature for 18 hours. The solvent was removed under reduced pressure, the residue taken up in DCM an...